describe an organic reaction: reactants, conditions, products, and yield From a dataset of the Open Reaction Database (ORD), a public repository of structured organic reaction records. Starting materials: CCOC(=O)C1(c2ccccc2)CCC=CC1OC(C)=O, CCO, Cl. Product: CCOC(=O)C1(c2ccccc2)CCC=CC1Cl. Reaction SMILES: [CH2:1]([CH3:2])[O:3][C:4](=[O:5])[C:6]1([c:16]2[cH:17][cH:18][cH:19][cH:20][cH:21]2)[CH:7]([O:12][C:13](=[O:14])[CH3:15])[CH:8]=[CH:9][CH2:10][CH2:11]1.[CH3:23][CH2:24][OH:25].[ClH:22]>>[CH2:1]([CH3:2])[O:3][C:4](=[O:5])[C:6]1([c:16]2[cH:17][cH:18][cH:19][cH:20][cH:21]2)[CH:7]([Cl:22])[CH:8]=[CH:9][CH2:10][CH2:11]1. Starting materials: CC(=O)[O-], CCO, CCOC(=O)C1C(=O)CCC1(C)C, [NH4+]. Product: CCOC(=O)C1=C(N)CCC1(C)C. RXN SMILES: [CH3:15][C:16](=[O:17])[O-:18].[CH3:19][CH2:20][OH:21].[CH3:1][C:2]1([CH3:13])[CH:3]([C:8](=[O:9])[O:10][CH2:11][CH3:12])[C:4](=[O:7])[CH2:5][CH2:6]1.[NH4+:14]>>[CH3:1][C:2]1([CH3:13])[C:3]([C:8](=[O:9])[O:10][CH2:11][CH3:12])=[C:4]([NH2:14])[CH2:5][CH2:6]1. Reactants: N#N (N2), CC=1OC(=C(N1)C(=O)O)C=1C=C(C=CC1)C (2-methyl-5-(m-tolyl)oxazole-4-carboxylic acid), C=1C=CC2=C(C1)N=NN2O (HOBt), C(CCl)Cl (EDC), CCN(C(C)C)C(C)C (DIPEA), C(C)OCC=1N=C(OC1)CN1N=CC(=N1)N (2-((4-(ethoxymethyl)oxazol-2-yl)methyl)-2H-1,2,3-triazol-4-amine). The reagents and catalysts are CN(C)C=1C=CN=CC1 (DMAP). Run in C(Cl)Cl (CH2Cl2), C(Cl)Cl (CH2Cl2), C(Cl)Cl (CH2Cl2). Reaction conditions: time 45 minute. Yields the product C(C)OCC=1N=C(OC1)CN1N=CC(=N1)NC(=O)C=1N=C(OC1C=1C=C(C=CC1)C)C (N-(2-((4-(ethoxymethyl)oxazol-2-yl)methyl)-2H-1,2,3-triazol-4-yl)-2-methyl-5-(m-tolyl)oxazole-4-carboxamide). As a reaction SMILES: N#N.[CH3:3][C:4]1[O:5][C:6]([C:12]2[CH:13]=[C:14]([CH3:18])[CH:15]=[CH:16][CH:17]=2)=[C:7]([C:9]([OH:11])=O)[N:8]=1.C1C=CC2N(O)N=NC=2C=1.C(Cl)CCl.CCN(C(C)C)C(C)C.[CH2:42]([O:44][CH2:45][C:46]1[N:47]=[C:48]([CH2:51][N:52]2[N:56]=[C:55]([NH2:57])[CH:54]=[N:53]2)[O:49][CH:50]=1)[CH3:43]>C(Cl)Cl.CN(C1C=CN=CC=1)C>[CH2:42]([O:44][CH2:45][C:46]1[N:47]=[C:48]([CH2:51][N:52]2[N:56]=[C:55]([NH:57][C:9]([C:7]3[N:8]=[C:4]([CH3:3])[O:5][C:6]=3[C:12]3[CH:13]=[C:14]([CH3:18])[CH:15]=[CH:16][CH:17]=3)=[O:11])[CH:54]=[N:53]2)[O:49][CH:50]=1)[CH3:43]. Reported procedure: In a flame dried round-bottomed flask equipped with a magnetic stir bar and under inert atmosphere (N2), a solution of 2-methyl-5-(m-tolyl)oxazole-4-carboxylic acid (WO 2009/077990, p. 112) (42 mg, 0.20 mmol) in CH2Cl2 (1.0 mL) was treated at rt with DMAP (5.8 mg, 0.05 mmol), HOBt (31 mg, 0.23 mmol), EDC (91 mg, 0.48 mmol) and DIPEA (0.13 mL, 0.76 mmol) and the resulting mixture was stirred for 45 min at rt. A solution of 2-((4-(ethoxymethyl)oxazol-2-yl)methyl)-2H-1,2,3-triazol-4-amine (43 mg, 0... Starting materials: O=Cc1cc(Br)ccc1O, Cc1ccc(S(=O)(=O)OCC2CO2)cc1, [K+], [K+], O=C([O-])[O-], CN(C)C=O, O. Product: O=Cc1cc(Br)ccc1OCC1CO1. RXN SMILES: [Br:1][c:2]1[cH:3][cH:4][c:5]([OH:10])[c:6]([CH:7]=[O:8])[cH:9]1.[CH2:11]([CH:12]1[CH2:13][O:14]1)[O:15][S:16]([c:17]1[cH:18][cH:19][c:20]([CH3:21])[cH:22][cH:23]1)(=[O:24])=[O:25].[K+:26].[K+:27].[O-:28][C:29]([O-:30])=[O:31].[O:32]=[CH:33][N:34]([CH3:35])[CH3:36].[OH2:37]>>[Br:1][c:2]1[cH:3][cH:4][c:5]([O:10][CH2:11][CH:12]2[CH2:13][O:14]2)[c:6]([CH:7]=[O:8])[cH:9]1. The reactants are CC#CCOc1ccc(S(=O)(=O)NC(C(=O)OC)C(C)C)cc1, ClCCN1CCOCC1, Cl. Product: CC#CCOc1ccc(S(=O)(=O)N(CCN2CCOCC2)C(C(=O)OC)C(C)C)cc1. As a reaction SMILES: [CH3:1][O:2][C:3]([CH:4]([CH:5]([CH3:6])[CH3:7])[NH:8][S:9](=[O:10])(=[O:11])[c:12]1[cH:13][cH:14][c:15]([O:18][CH2:19][C:20]#[C:21][CH3:22])[cH:16][cH:17]1)=[O:23].[Cl:25][CH2:26][CH2:27][N:28]1[CH2:29][CH2:30][O:31][CH2:32][CH2:33]1.[ClH:24]>>[CH3:1][O:2][C:3]([CH:4]([CH:5]([CH3:6])[CH3:7])[N:8]([S:9](=[O:10])(=[O:11])[c:12]1[cH:13][cH:14][c:15]([O:18][CH2:19][C:20]#[C:21][CH3:22])[cH:16][cH:17]1)[CH2:26][CH2:27][N:28]1[CH2:29][CH2:30][O:31][CH2:32][CH2:33]1)=[O:23].